From a dataset of the Open Reaction Database (ORD), a public repository of structured organic reaction records. describe an organic reaction: reactants, conditions, products, and yield Reactants: O=C(O)c1cc2cc(F)ccc2[nH]1, COc1ccc(NC(=O)C(CCC(=O)NC(c2ccccc2)(c2ccccc2)c2ccccc2)NC(=O)OCC2c3ccccc3-c3ccccc32)cc1O. Product: COc1ccc(NC(=O)C(CCC(=O)NC(c2ccccc2)(c2ccccc2)c2ccccc2)NC(=O)c2cc3cc(F)ccc3[nH]2)cc1O. As a reaction SMILES: [F:56][c:57]1[cH:58][c:59]2[cH:60][c:61]([C:66](=[O:67])[OH:68])[nH:62][c:63]2[cH:64][cH:65]1.[cH:1]1[c:2]2[c:14]([cH:15][cH:16][cH:17]1)-[c:9]1[c:8]([cH:13][cH:12][cH:11][cH:10]1)[CH:3]2[CH2:4][O:5][C:6](=[O:7])[NH:18][CH:19]([CH2:20][CH2:21][C:22]([NH:23][C:24]([c:25]1[cH:26][cH:27][cH:28][cH:29][cH:30]1)([c:31]1[cH:32][cH:33][cH:34][cH:35][cH:36]1)[c:37]1[cH:38][cH:39][cH:40][cH:41][cH:42]1)=[O:43])[C:44](=[O:45])[NH:46][c:47]1[cH:48][c:49]([OH:55])[c:50]([O:53][CH3:54])[cH:51][cH:52]1>>[NH:18]([CH:19]([CH2:20][CH2:21][C:22]([NH:23][C:24]([c:25]1[cH:26][cH:27][cH:28][cH:29][cH:30]1)([c:31]1[cH:32][cH:33][cH:34][cH:35][cH:36]1)[c:37]1[cH:38][cH:39][cH:40][cH:41][cH:42]1)=[O:43])[C:44](=[O:45])[NH:46][c:47]1[cH:48][c:49]([OH:55])[c:50]([O:53][CH3:54])[cH:51][cH:52]1)[C:66]([c:61]1[cH:60][c:59]2[cH:58][c:57]([F:56])[cH:65][cH:64][c:63]2[nH:62]1)=[O:68]. Reactants: [Br-], C1CCOC1, C=C[Mg+], O=C(CCCl)c1ccccc1. The product is C=CC(O)(CCCl)c1ccccc1. Reaction SMILES: [Br-:1].[CH2:16]1[O:17][CH2:18][CH2:19][CH2:20]1.[CH:2](=[CH2:3])[Mg+:4].[Cl:5][CH2:6][CH2:7][C:8](=[O:9])[c:10]1[cH:11][cH:12][cH:13][cH:14][cH:15]1>>[CH:2](=[CH2:3])[C:8]([CH2:7][CH2:6][Cl:5])([OH:9])[c:10]1[cH:11][cH:12][cH:13][cH:14][cH:15]1. Procedure details: A solution of Ti(O-t-Bu)4 (0.34 ml, 1.0 mmole) and (+)-DET (0.248 g, 1.2 mmole) in CH2Cl2 (10 ml) was prepared at room temperature. The solution was cooled to -20° C. in a CCl4 -Dry Ice bath and 2-methylenehexade-can-1-ol (22, 0.254 g, 1.0 mmole) was added. The mixture was allowed to warm slightly until the alcohol 22 completely dissolved after which the solution was cooled to -20° C. again. A solution of TBHP in toluene (0.6 ml of a 3.34M solution, 2.0 mmole) was added. The solution was stirred... Starting materials: CC(C)(C)OO (TBHP), solution, C=C(CO)CCCCCCCCCCCCCC (2-Methylenehexadecan-1-ol), C=C(CO)CCCCCCCCCCCCCC (2-Methylenehexadecan-1-ol), CCOC(=O)C.CCCCCC (EtOAc hexane). Reaction conditions: temperature -20 celsius, time 35 minute. The product is Ti(O-t-Bu)4, OC[C@@]1(OC1)CCCCCCCCCCCCCC ((2S)-2-Hydroxymethyl-2-tetradecyloxirane). RXN SMILES: [CH2:1]=[C:2]([CH2:5][CH2:6][CH2:7][CH2:8][CH2:9][CH2:10][CH2:11][CH2:12][CH2:13][CH2:14][CH2:15][CH2:16][CH2:17][CH3:18])[CH2:3][OH:4].CC([O:23]O)(C)C.CCOC(C)=O.CCCCCC>C(Cl)Cl.C1(C)C=CC=CC=1>[OH:4][CH2:3][C@@:2]1([CH2:5][CH2:6][CH2:7][CH2:8][CH2:9][CH2:10][CH2:11][CH2:12][CH2:13][CH2:14][CH2:15][CH2:16][CH2:17][CH3:18])[CH2:1][O:23]1 |f:2.3|. The solvent is C(Cl)Cl (CH2Cl2), C1(=CC=CC=C1)C (toluene). Yields the product C(#N)C1OC(CC1)CO (2-cyanotetrahydrofuran-5-methanol). Reaction SMILES: [OH:1][CH:2]([CH2:5][CH2:6][CH:7]=[CH2:8])[C:3]#[N:4].ClC1C=CC=C(C(OO)=[O:17])C=1.Cl>>[C:3]([CH:2]1[CH2:5][CH2:6][CH:7]([CH2:8][OH:17])[O:1]1)#[N:4]. The reactants are cyanohydrins, OC(C#N)CCC=C (2-hydroxy-5-hexenenitrile), 2,5-dialkyl-2-hydroxy-5-hexenenitrile, ClC1=CC(=CC=C1)C(=O)OO (m-chloroperbenzoic acid), epoxy cyanohydrin, Cl (hydrochloric acid). Reported procedure: The compounds of formula I wherein n is 0 are prepared by epoxidation-cyclization of novel cyanohydrins, i.e., 2-hydroxy-5-hexenenitrile or 2,5-dialkyl-2-hydroxy-5-hexenenitrile, of the formula ##STR3## wherein R1 and R2 are as defined for formula I, e.g., by epoxidation with m-chloroperbenzoic acid followed by treatment of the resulting epoxy cyanohydrin with hydrochloric acid to yield the novel 2-cyanotetrahydrofuran-5-methanol of the formula ##STR4## wherein R1 and R2 are as defined for formu... Starting materials: CCOC(=O)C(F)(F)F, C[O-], CO, [Na+], CC(=O)c1ccccn1. Product: O=C(CC(=O)C(F)(F)F)c1ccccn1. RXN SMILES: [CH2:1]([O:2][C:4]([C:5]([F:6])([F:7])[F:8])=[O:9])[CH3:3].[CH3:19][O-:20].[CH3:22][OH:23].[Na+:21].[n:10]1[c:11]([C:16]([CH3:17])=[O:18])[cH:12][cH:13][cH:14][cH:15]1>>[C:4]([C:5]([F:6])([F:7])[F:8])(=[O:9])[CH2:17][C:16]([c:11]1[n:10][cH:15][cH:14][cH:13][cH:12]1)=[O:18]. Procedure details: In a 75 mL stainless steel pressure vessel was added 5 mL DMF and 2-methylsulfonyl-4-(2,4-dichlorophenyl)-5-(4-chlorophenyl)pyrimidine (420 mg, 1.0 mmol). Then excess ammonia gas was introduced into the vessel, and the vessel was sealed with a stainless steel nut. The vessel was heated at 120° C. for 18 h. The solvent was removed under high vacuum and product was obtained. HPLC/MS: m/e=351 (M+1); Rt=3.42 min; 1H-NMR 500 MHz (CDCl3): δ 4.8 (bs, 2H), 7.42 (d, J=9 Hz, 1H), 7.5-7.6 (m, 3H), 7.8 (m, ... RXN SMILES: CS([C:5]1[N:10]=[C:9]([C:11]2[CH:16]=[CH:15][C:14]([Cl:17])=[CH:13][C:12]=2[Cl:18])[C:8]([C:19]2[CH:24]=[CH:23][C:22]([Cl:25])=[CH:21][CH:20]=2)=[CH:7][N:6]=1)(=O)=O.[NH3:26]>CN(C=O)C>[NH2:26][C:5]1[N:10]=[C:9]([C:11]2[CH:16]=[CH:15][C:14]([Cl:17])=[CH:13][C:12]=2[Cl:18])[C:8]([C:19]2[CH:24]=[CH:23][C:22]([Cl:25])=[CH:21][CH:20]=2)=[CH:7][N:6]=1. Solvent: CN(C)C=O (DMF). Starting materials: CS(=O)(=O)C1=NC=C(C(=N1)C1=C(C=C(C=C1)Cl)Cl)C1=CC=C(C=C1)Cl (2-methylsulfonyl-4-(2,4-dichlorophenyl)-5-(4-chlorophenyl)pyrimidine), N (ammonia), stainless steel. Conditions: temperature 120 celsius. Yields the product NC1=NC=C(C(=N1)C1=C(C=C(C=C1)Cl)Cl)C1=CC=C(C=C1)Cl (2-Amino-4-(2,4-dichlorophenyl)-5-(4-chlorophenyl)pyrimidine). The reactants are ON=CC1=CC=C(C=C1)S(=O)(=O)N(C[C@H]([C@H](CC1=CC=CC=C1)NC([C@H](C(C)C)N1C(N(CC1)CC=1N=C(SC1)C)=O)=O)O)CC1N(CCC1)C(=O)OC(C)(C)C (tert-butyl 2-[(({4-[(hydroxyimino)methyl]phenyl}sulfonyl){(2R,3S)-2-hydroxy-3-[((2S)-3-methyl-2-{3-[(2-methyl-1,3-thiazol-4-yl)methyl]-2-oxoimidazolidin-1-yl}butanoyl)amino]-4-phenylbutyl}amino)methyl]pyrrolidine-1-carboxylate). The solvent is ClCCl (dichloromethane), FC(C(=O)O)(F)F (trifluoroacetic acid). The product is C(C1=CC=CC=C1)[C@@H]([C@@H](CN(CC1NCCC1)S(=O)(=O)C1=CC=C(C=C1)/C=N/O)O)NC([C@H](C(C)C)N1C(N(CC1)CC=1N=C(SC1)C)=O)=O ((2S)—N-{(1S,2R)-1-benzyl-2-hydroxy-3-[({4-[(E)-(hydroxyimino)methyl]phenyl}sulfonyl)(pyrrolidin-2-ylmethyl)amino]propyl}-3-methyl-2-{3-[(2-methyl-1,3-thiazol-4-yl)methyl]-2-oxoimidazolidin-1-yl}butanamide). The yield is 94.8%. As a reaction SMILES: [OH:1][N:2]=[CH:3][C:4]1[CH:9]=[CH:8][C:7]([S:10]([N:13]([CH2:45][CH:46]2[CH2:50][CH2:49][CH2:48][N:47]2C(OC(C)(C)C)=O)[CH2:14][C@@H:15]([OH:44])[C@@H:16]([NH:24][C:25](=[O:43])[C@@H:26]([N:30]2[CH2:34][CH2:33][N:32]([CH2:35][C:36]3[N:37]=[C:38]([CH3:41])[S:39][CH:40]=3)[C:31]2=[O:42])[CH:27]([CH3:29])[CH3:28])[CH2:17][C:18]2[CH:23]=[CH:22][CH:21]=[CH:20][CH:19]=2)(=[O:12])=[O:11])=[CH:6][CH:5]=1>ClCCl.FC(F)(F)C(O)=O>[CH2:17]([C@H:16]([NH:24][C:25](=[O:43])[C@@H:26]([N:30]1[CH2:34][CH2:33][N:32]([CH2:35][C:36]2[N:37]=[C:38]([CH3:41])[S:39][CH:40]=2)[C:31]1=[O:42])[CH:27]([CH3:29])[CH3:28])[C@H:15]([OH:44])[CH2:14][N:13]([S:10]([C:7]1[CH:8]=[CH:9][C:4](/[CH:3]=[N:2]/[OH:1])=[CH:5][CH:6]=1)(=[O:11])=[O:12])[CH2:45][CH:46]1[CH2:50][CH2:49][CH2:48][NH:47]1)[C:18]1[CH:19]=[CH:20][CH:21]=[CH:22][CH:23]=1. Reported procedure: A solution of the product of Example 274E (12 mg) in dichloromethane (0.5 mL) and trifluoroacetic acid (0.5 mL) was stirred at 25° C. for 1 hour and concentrated. The residue was purified by HPLC reverse phase chromatography using water (0.1% trifluoroacetic acid):acetonitrile (95:5) to acetonitrile (100%) to give 10 mg (95%) of the title compound. RXN SMILES: [CH:1]1([C:4]2[N:9]=[C:8]([C:10]([NH:12][C:13]3[CH:17]=[N:16][N:15]([CH3:18])[C:14]=3[C:19]([OH:21])=O)=[O:11])[C:7]([NH:22][C:23]3[CH:24]=[N:25][CH:26]=[N:27][CH:28]=3)=[N:6][CH:5]=2)[CH2:3][CH2:2]1.Cl.[CH3:30][NH:31][O:32][CH3:33]>>[CH3:33][O:32][N:31]([CH3:30])[C:19]([C:14]1[N:15]([CH3:18])[N:16]=[CH:17][C:13]=1[NH:12][C:10]([C:8]1[C:7]([NH:22][C:23]2[CH:24]=[N:25][CH:26]=[N:27][CH:28]=2)=[N:6][CH:5]=[C:4]([CH:1]2[CH2:3][CH2:2]2)[N:9]=1)=[O:11])=[O:21] |f:1.2|. Procedure details: The product was obtained starting from 4-{[6-cyclopropyl-3-(pyrimidin-5-ylamino)-pyrazine-2-carbonyl]-amino}-2-methyl-2H-pyrazole-3-carboxylic acid (50 mg, 131 μmol; example 236, step 3) and N,O-dimethylhydroxylamine hydrochloride (14 mg, 145 μmol) according to the method described in example 64, step 6 after purification by preparative HPLC using an acetonitrile/water gradient as yellow foam (47 mg, 84%). The product is CON(C(=O)C1=C(C=NN1C)NC(=O)C1=NC(=CN=C1NC=1C=NC=NC1)C1CC1)C (6-Cyclopropyl-3-(pyrimidin-5-ylamino)-pyrazine-2-carboxylic acid [5-(methoxy-methyl-carbamoyl)-1-methyl-1H-pyrazol-4-yl]-amide). Reactants: C1(CC1)C1=CN=C(C(=N1)C(=O)NC1=C(N(N=C1)C)C(=O)O)NC=1C=NC=NC1 (4-{[6-Cyclopropyl-3-(pyrimidin-5-ylamino)-pyrazine-2-carbonyl]-amino}-2-methyl-2H-pyrazole-3-carboxylic acid), Cl.CNOC (N,O-dimethylhydroxylamine hydrochloride). Starting materials: BrC1=CC=C(CC23CNCCN3C(N(C2=O)C2=CC(=CC(=C2)Cl)Cl)=O)C=C1 (6-(4-bromobenzyl)-8-(3,5-dichlorophenyl)-1,4,8-triazabicyclo[4.3.0]nonane-7,9-dione), CCN(C(C)C)C(C)C (DIEA), C=1C=CC2=C(C1)N=NN2O (HOBt), CN(CC(=O)O)C (N,N-dimethylglycine). Run in C1CCOC1 (THF), C(CCl)Cl (EDC). Reaction conditions: time 8 hour. Yields the product CN(C)CC(=O)N1CCN2C(N(C(C2(C1)CC1=CC=C(C=C1)Br)=O)C1=CC(=CC(=C1)Cl)Cl)=O (4-[(Dimethylamino)acetyl]-6-(4-bromobenzyl)-8-(3,5-dichlorophenyl)-1,4,8-triazabicyclo[4.3.0]nonane-7,9-dione). Reaction SMILES: [Br:1][C:2]1[CH:27]=[CH:26][C:5]([CH2:6][C:7]23[C:15](=[O:16])[N:14]([C:17]4[CH:22]=[C:21]([Cl:23])[CH:20]=[C:19]([Cl:24])[CH:18]=4)[C:13](=[O:25])[N:12]2[CH2:11][CH2:10][NH:9][CH2:8]3)=[CH:4][CH:3]=1.CCN(C(C)C)C(C)C.C1C=CC2N(O)N=NC=2C=1.[CH3:47][N:48]([CH3:53])[CH2:49][C:50](O)=[O:51]>C1COCC1.C(Cl)CCl>[CH3:47][N:48]([CH2:49][C:50]([N:9]1[CH2:8][C:7]2([CH2:6][C:5]3[CH:26]=[CH:27][C:2]([Br:1])=[CH:3][CH:4]=3)[N:12]([C:13](=[O:25])[N:14]([C:17]3[CH:22]=[C:21]([Cl:23])[CH:20]=[C:19]([Cl:24])[CH:18]=3)[C:15]2=[O:16])[CH2:11][CH2:10]1)=[O:51])[CH3:53]. Reported procedure: To a solution of 6-(4-bromobenzyl)-8-(3,5-dichlorophenyl)-1,4,8-triazabicyclo[4.3.0]nonane-7,9-dione (0.085 g) in THF (5 mL) was added DIEA (0.1 mL), HOBt (0.57 g), EDC (0.054 g) and N,N-dimethylglycine (0.037 g). After stirring overnight, the reaction was concentrated and the residue was diluted with EtOAc and washed with water, NaHCO3, and brine, dried (Na2SO4), filtered, and concentrated. Purification by chromatography (Silica gel: 2% MeOH/CH2Cl2, Chromatotron) afforded the titled compound. (... Starting materials: BrCCCOCc1ccccc1, Cl, [H-], NS(N)(=O)=O, [Na+], CN(C)C=O. The product is NS(=O)(=O)NCCCOCc1ccccc1. As a reaction SMILES: [Br:8][CH2:9][CH2:10][CH2:11][O:12][CH2:13][c:14]1[cH:15][cH:16][cH:17][cH:18][cH:19]1.[ClH:20].[H-:7].[NH2:1][S:2]([NH2:3])(=[O:4])=[O:5].[Na+:6].[O:21]=[CH:22][N:23]([CH3:24])[CH3:25]>>[NH:1]([S:2]([NH2:3])(=[O:4])=[O:5])[CH2:9][CH2:10][CH2:11][O:12][CH2:13][c:14]1[cH:15][cH:16][cH:17][cH:18][cH:19]1.